From a dataset of the Open Reaction Database (ORD), a public repository of structured organic reaction records. describe an organic reaction: reactants, conditions, products, and yield Reactants: BrC1=C(C=C(S1)C=1OC=C(N1)COC1=CC=C(C=C1)CCCCN1C=NC=C1)C (2-(5-bromo-4-methyl-2-thienyl)-4-[4-[4-(1-imidazolyl)butyl]phenoxymethyl]oxazole). The reagents and catalysts are [Zn] (zinc). The product is N1(C=NC=C1)CCCCC1=CC=C(OCC=2N=C(OC2)C=2SC=C(C2)C)C=C1 (4-[4-[4-(1-imidazolyl)butyl]phenoxymethyl]-2-(4-methyl-2-thienyl)oxazole). Isolated yield 89.0%. As a reaction SMILES: Br[C:2]1[S:6][C:5]([C:7]2[O:8][CH:9]=[C:10]([CH2:12][O:13][C:14]3[CH:19]=[CH:18][C:17]([CH2:20][CH2:21][CH2:22][CH2:23][N:24]4[CH:28]=[CH:27][N:26]=[CH:25]4)=[CH:16][CH:15]=3)[N:11]=2)=[CH:4][C:3]=1[CH3:29]>[Zn]>[N:24]1([CH2:23][CH2:22][CH2:21][CH2:20][C:17]2[CH:16]=[CH:15][C:14]([O:13][CH2:12][C:10]3[N:11]=[C:7]([C:5]4[S:6][CH:2]=[C:3]([CH3:29])[CH:4]=4)[O:8][CH:9]=3)=[CH:19][CH:18]=2)[CH:28]=[CH:27][N:26]=[CH:25]1. Procedure details: In substantially the same manner as in Working Example 138, 2-(5-bromo-4-methyl-2-thienyl)-4-[4-[4-(1-imidazolyl)butyl]phenoxymethyl]oxazole was reduced by zinc powder to give 4-[4-[4-(1-imidazolyl)butyl]phenoxymethyl]-2-(4-methyl-2-thienyl)oxazole. The yield was 89%. Recrystallization from ethyl acetate-hexane gave colorless prisms, mp 77-78° C. The reactants are CCOC(=O)c1c(C(F)(F)F)nc(C(F)F)c(C(=O)OC)c1NC1CC1, ClCCl, O=C(O)C(F)(F)F, [Zn]. The product is CCOC(=O)c1c(C(F)(F)F)nc(C)c(C(=O)OC)c1NC1CC1. As a reaction SMILES: [CH:1]1([NH:4][c:5]2[c:6]([C:22](=[O:23])[O:24][CH2:25][CH3:26])[c:7]([C:18]([F:19])([F:20])[F:21])[n:8][c:9]([CH:15]([F:16])[F:17])[c:10]2[C:11](=[O:12])[O:13][CH3:14])[CH2:2][CH2:3]1.[Cl:34][CH2:35][Cl:36].[OH:27][C:28]([C:29]([F:30])([F:31])[F:32])=[O:33].[Zn:37]>>[CH:1]1([NH:4][c:5]2[c:6]([C:22](=[O:23])[O:24][CH2:25][CH3:26])[c:7]([C:18]([F:19])([F:20])[F:21])[n:8][c:9]([CH3:15])[c:10]2[C:11](=[O:12])[O:13][CH3:14])[CH2:2][CH2:3]1.